This data is from the Open Reaction Database (ORD), a public repository of structured organic reaction records. The task is: describe an organic reaction: reactants, conditions, products, and yield Starting materials: [N+](=O)([O-])C1=CC=C(C=C1)C(=N)N1CCCC1 ((4-nitrophenyl)(pyrrolidin-1-yl)methanimine), CS(=O)(=O)Cl (methane sulfonyl chloride). Yields the product CN(C(C1=CC=C(C=C1)[N+](=O)[O-])=NS(=O)(=O)C)C (N,N-dimethyl-N′-(methylsulfonyl)-4-nitrobenzamidine). RXN SMILES: [N+:1]([C:4]1[CH:9]=[CH:8][C:7]([C:10]([N:12]2[CH2:16]CC[CH2:13]2)=[NH:11])=[CH:6][CH:5]=1)([O-:3])=[O:2].[CH3:17][S:18](Cl)(=[O:20])=[O:19]>>[CH3:13][N:12]([CH3:16])[C:10](=[N:11][S:18]([CH3:17])(=[O:20])=[O:19])[C:7]1[CH:8]=[CH:9][C:4]([N+:1]([O-:3])=[O:2])=[CH:5][CH:6]=1. Procedure details: Part B: According to the procedure described Example 57, part C, 1.14 g (5.9 mmol) of (4-nitrophenyl)(pyrrolidin-1-yl)methanimine were reacted with methane sulfonyl chloride to yield N,N-dimethyl-N′-(methylsulfonyl)-4-nitrobenzamidine (890 mg). The reactants are CCCCOc1nc(-c2ccc(F)cc2)c(-c2ccc(S(C)(=O)=O)cc2)cc1C#N, CC(C)C[Al+]CC(C)C, Cc1ccccc1, CO, [H-], O. The product is CCCCOc1nc(-c2ccc(F)cc2)c(-c2ccc(S(C)(=O)=O)cc2)cc1C=O. As a reaction SMILES: [CH2:11]([CH2:12][CH2:13][CH3:14])[O:15][c:16]1[n:17][c:18](-[c:34]2[cH:35][cH:36][c:37]([F:40])[cH:38][cH:39]2)[c:19](-[c:24]2[cH:25][cH:26][c:27]([S:30](=[O:31])(=[O:32])[CH3:33])[cH:28][cH:29]2)[cH:20][c:21]1[C:22]#[N:23].[CH2:2]([Al+:3][CH2:4][CH:5]([CH3:6])[CH3:7])[CH:8]([CH3:9])[CH3:10].[CH3:42][c:43]1[cH:44][cH:45][cH:46][cH:47][cH:48]1.[CH3:49][OH:50].[H-:1].[OH2:41]>>[CH2:11]([CH2:12][CH2:13][CH3:14])[O:15][c:16]1[n:17][c:18](-[c:34]2[cH:35][cH:36][c:37]([F:40])[cH:38][cH:39]2)[c:19](-[c:24]2[cH:25][cH:26][c:27]([S:30](=[O:31])(=[O:32])[CH3:33])[cH:28][cH:29]2)[cH:20][c:21]1[CH:22]=[O:41]. The reactants are COc1cc(-c2cnn(C)c2)cn2ncc(Br)c12, NCc1ccccc1, Cc1ccccc1. Yields the product COc1cc(-c2cnn(C)c2)cn2ncc(NCc3ccccc3)c12. As a reaction SMILES: [Br:1][c:2]1[cH:3][n:4][n:5]2[c:6]1[c:7]([O:17][CH3:18])[cH:8][c:9](-[c:11]1[cH:12][n:13][n:14]([CH3:16])[cH:15]1)[cH:10]2.[CH2:19]([c:20]1[cH:21][cH:22][cH:23][cH:24][cH:25]1)[NH2:26].[CH3:27][c:28]1[cH:29][cH:30][cH:31][cH:32][cH:33]1>>[c:2]1([NH:26][CH2:19][c:20]2[cH:21][cH:22][cH:23][cH:24][cH:25]2)[cH:3][n:4][n:5]2[c:6]1[c:7]([O:17][CH3:18])[cH:8][c:9](-[c:11]1[cH:12][n:13][n:14]([CH3:16])[cH:15]1)[cH:10]2. The reactants are CN(C=O)C (N,N-dimethylformamide), C(Cl)(Cl)Cl (chloroform), COC(C(C)O)(C1=CC=C(C=C1)CC(C)C)OC (α-hydroxy-p-isobutylpropiophenone dimethylacetal), S(=O)=O (sulfur dioxide), ClCl (chlorine). Conditions: time 2 hour. Product: C(C(C)C)C1=CC=C(C=C1)C(C(=O)OC)C (methyl 2-(4-isobutylphenyl)propionate). Reaction SMILES: CN(C)[CH:3]=[O:4].CO[C:8](OC)([C:12]1[CH:17]=[CH:16][C:15]([CH2:18][CH:19]([CH3:21])[CH3:20])=[CH:14][CH:13]=1)[CH:9]([OH:11])C.S(=O)=O.ClCl.[CH:29](Cl)(Cl)Cl>>[CH2:18]([C:15]1[CH:14]=[CH:13][C:12]([CH:8]([CH3:29])[C:9]([O:4][CH3:3])=[O:11])=[CH:17][CH:16]=1)[CH:19]([CH3:20])[CH3:21]. Procedure details: In this example, 11 g of N,N-dimethylformamide was added to 2.52 g of α-hydroxy-p-isobutylpropiophenone dimethylacetal. Then, 18 ml of sulfur dioxide and 1.1 g of chlorine were added to the mixture at -50° C. The temperature was elevated to 10° C. over 2 hours, and 20 ml of chloroform was added thereto. Subsequent post-treatment was performed in a manner similar to Example 8 to obtain 1.1 g of methyl 2-(4-isobutylphenyl)propionate. The reactants are ClC=1C=C(C2=C(N(C(C(O2)C)=O)C)C1)C(=O)NC1CN2CCC1CC2 (6-chloro-3,4-dihydro-2,4-dimethyl-3-oxo-N-(3-quinuclidinyl)-2H-1,4-benzoxazine-8-carboxamide), ClC1=CC(=CC=C1)C(=O)OO (metachloroperbenzoic acid). Solvent: C(Cl)(Cl)Cl (chloroform). Reaction conditions: time 0.5 hour. Product: ClC=1C=C(C2=C(N(C(C(O2)C)=O)C)C1)C(=O)[NH+](C1CN2CCC1CC2)[O-] (6-chloro-3,4-dihydro-2,4-dimethyl-3-oxo-N-(3-quinuclidinyl)-2H-1,4-benzoxazine-8-carboxamide N-oxide). As a reaction SMILES: [Cl:1][C:2]1[CH:3]=[C:4]([C:15]([NH:17][CH:18]2[CH:23]3[CH2:24][CH2:25][N:20]([CH2:21][CH2:22]3)[CH2:19]2)=[O:16])[C:5]2[O:10][CH:9]([CH3:11])[C:8](=[O:12])[N:7]([CH3:13])[C:6]=2[CH:14]=1.ClC1C=CC=C(C(OO)=[O:34])C=1>C(Cl)(Cl)Cl>[Cl:1][C:2]1[CH:3]=[C:4]([C:15]([NH+:17]([O-:34])[CH:18]2[CH:23]3[CH2:24][CH2:25][N:20]([CH2:21][CH2:22]3)[CH2:19]2)=[O:16])[C:5]2[O:10][CH:9]([CH3:11])[C:8](=[O:12])[N:7]([CH3:13])[C:6]=2[CH:14]=1. Reported procedure: To a solution of 5.0 g of 6-chloro-3,4-dihydro-2,4-dimethyl-3-oxo-N-(3-quinuclidinyl)-2H-1,4-benzoxazine-8-carboxamide in 150 ml of chloroform is added portionwise 3.7 g of metachloroperbenzoic acid under cooling and stirring. After 0.5 hour, ammonia gas is bubbled through the reaction solution under stirring and the precipitate is filtered off. The mother liquor is distilled off under reduced pressure followed by recrystallizing the residue from ethanol-isopropyl ester to give 6-chloro-3,4-dihy...